From a dataset of the Open Reaction Database (ORD), a public repository of structured organic reaction records. describe an organic reaction: reactants, conditions, products, and yield The reactants are [N+](=O)([O-])C=1C=C(CNC(=O)N)C=CC1 (N-(3-Nitrobenzyl)urea), C(C1=CC=CC=C1)OC(C(=O)OCC1=CC=CC=C1)O (benzyl 2-benzyloxy-2-hydroxyacetate). Solvent: C(C)(=O)O (acetic acid). Reaction conditions: temperature 80 celsius, time 2 hour. Yields the product OC1C(NC(N1CC1=CC(=CC=C1)[N+](=O)[O-])=O)=O (5-hydroxy-1-(3-nitrobenzyl)-2,4-dioxoimidazolidine). The yield is 48.8%. RXN SMILES: [N+:1]([C:4]1[CH:5]=[C:6]([CH:12]=[CH:13][CH:14]=1)[CH2:7][NH:8][C:9]([NH2:11])=[O:10])([O-:3])=[O:2].C([O:22][CH:23](O)[C:24](OCC1C=CC=CC=1)=[O:25])C1C=CC=CC=1>C(O)(=O)C>[OH:25][CH:24]1[N:8]([CH2:7][C:6]2[CH:12]=[CH:13][CH:14]=[C:4]([N+:1]([O-:3])=[O:2])[CH:5]=2)[C:9](=[O:10])[NH:11][C:23]1=[O:22]. Procedure: N-(3-Nitrobenzyl)urea (78 g) was dissolved in 500 mL of 80% acetic acid, 120 g of benzyl 2-benzyloxy-2-hydroxyacetate was added thereto at 80° C. and the mixture was stirred at 80° C. for two hours. The mixture was concentrated in vacuo and the solvent was evaporated therefrom by means of an azeotropic distillation with toluene. The residue was purified by a silica gel column and recrystallized from a mixed solvent of ethyl acetate and hexane to give 49 g of 5-hydroxy-1-(3-nitrobenzyl)-2,4-dioxo... The reactants are CC1(OB(OC1(C)C)C1=CC=CC(=N1)N1C(CCCC1)=O)C (1-[6-(4,4,5,5-tetramethyl-1,3,2-dioxaborolan-2-yl)pyridin-2-yl]piperidin-2-one), BrC1=CC=C(C=C1)[C@H](C)N1C(O[C@](CC1)(C1=CC=CC=C1)CC(C)(C)O)=O ((S)-3-[(S)-1-(4-bromophenyl)ethyl]-6-(2-hydroxy-2-methyl-propyl)-6-phenyl-1,3-oxazinan-2-one). Product: OC(C[C@@]1(CCN(C(O1)=O)[C@@H](C)C1=CC=C(C=C1)C1=NC(=CC=C1)N1C(CCCC1)=O)C1=CC=CC=C1)(C)C ((S)-6-(2-hydroxy-2-methylpropyl)-3-((S)-1-{4-[6-(2-oxopiperidin-1-yl)pyridin-2-yl]phenyl}ethyl)-6-phenyl-1,3-oxazinan-2-one). RXN SMILES: CC1(C)C(C)(C)OB([C:9]2[N:14]=[C:13]([N:15]3[CH2:20][CH2:19][CH2:18][CH2:17][C:16]3=[O:21])[CH:12]=[CH:11][CH:10]=2)O1.Br[C:24]1[CH:29]=[CH:28][C:27]([C@@H:30]([N:32]2[CH2:37][CH2:36][C@:35]([CH2:44][C:45]([OH:48])([CH3:47])[CH3:46])([C:38]3[CH:43]=[CH:42][CH:41]=[CH:40][CH:39]=3)[O:34][C:33]2=[O:49])[CH3:31])=[CH:26][CH:25]=1>>[OH:48][C:45]([CH3:46])([CH3:47])[CH2:44][C@@:35]1([C:38]2[CH:43]=[CH:42][CH:41]=[CH:40][CH:39]=2)[O:34][C:33](=[O:49])[N:32]([C@H:30]([C:27]2[CH:26]=[CH:25][C:24]([C:9]3[CH:10]=[CH:11][CH:12]=[C:13]([N:15]4[CH2:20][CH2:19][CH2:18][CH2:17][C:16]4=[O:21])[N:14]=3)=[CH:29][CH:28]=2)[CH3:31])[CH2:37][CH2:36]1. Reported procedure: The title compound was prepared from 1-[6-(4,4,5,5-tetramethyl-1,3,2-dioxaborolan-2-yl)pyridin-2-yl]piperidin-2-one (purchased from CombiPhos Catalysts Inc., Princeton, N.J., USA) and (S)-3-[(S)-1-(4-bromophenyl)ethyl]-6-(2-hydroxy-2-methyl-propyl)-6-phenyl-1,3-oxazinan-2-one following a procedure analogous to that described in Example 35. LC (method 5): tR=1.62 min; Mass spectrum (ESI+): m/z=528 [M+H]+. Starting materials: C12(CC3CC(CC(C1)C3)C2)CCC2=C(N=C(N2)C2CCCCC2)C(=O)O (5-(2-adamantan-1-yl-ethyl)-2-cyclohexyl-1H-imidazole-4-carboxylic acid), O (H2O), C12(CC3CC(CC(C1)C3)C2)CCC2=C(N=C(N2)C2=C(C=CC=C2)C)C(=O)O (5-(2-adamantan-1-yl-ethyl)-2-o-tolyl-1H-imidazole-4-carboxylic acid), CNC[C@H](O)[C@@H](O)[C@H](O)[C@H](O)CO (N-methyl-D-glucamine). Run in O.O1CCOCC1 (water dioxan). Yields the product C(=O)(O)C=1C=C(C=CC1)OC(=O)C=1N=C(NC1CCC12CC3CC(CC(C1)C3)C2)C2CCCCC2 (5-(2-Adamantan-1-yl-ethyl)-2-cyclohexyl-1H-imidazole-4-carboxylic Acid 3-carboxy-phenyl Ester). Reaction SMILES: [C:1]12([CH2:11][CH2:12][C:13]3[NH:17][C:16]([CH:18]4[CH2:23][CH2:22][CH2:21][CH2:20][CH2:19]4)=[N:15][C:14]=3[C:24]([OH:26])=[O:25])[CH2:10][CH:5]3[CH2:6][CH:7]([CH2:9][CH:3]([CH2:4]3)[CH2:2]1)[CH2:8]2.C12(CCC3NC([C:44]4[CH:49]=[CH:48][CH:47]=[CH:46][C:45]=4[CH3:50])=NC=3C(O)=O)CC3CC(CC(C3)C1)C2.CNC[C@@H]([C@H]([C@@H]([C@@H](CO)O)O)O)[OH:58].[OH2:67]>O.O1CCOCC1>[C:50]([C:45]1[CH:44]=[C:49]([O:25][C:24]([C:14]2[N:15]=[C:16]([CH:18]3[CH2:23][CH2:22][CH2:21][CH2:20][CH2:19]3)[NH:17][C:13]=2[CH2:12][CH2:11][C:1]23[CH2:8][CH:7]4[CH2:9][CH:3]([CH2:4][CH:5]([CH2:6]4)[CH2:10]2)[CH2:2]3)=[O:26])[CH:48]=[CH:47][CH:46]=1)([OH:58])=[O:67] |f:4.5|. Procedure details: The title compound was prepared according to the procedure given in Example 281, with the modification that 5-(2-adamantan-1-yl-ethyl)-2-cyclohexyl-1H-imidazole-4-carboxylic acid (Example 252) was used in step a instead of 5-(2-adamantan-1-yl-ethyl)-2-o-tolyl-1H-imidazole-4-carboxylic acid. 1H NMR (300 MHz, d4-MeOH) 7.94 (1H, dt), 7.84 (1H, t), 7.55 (1H, t), 7.46 (1H, ddd), 2.94 (2H, m), 2.77 (1H, m) 1.94 (7H, m), 1.70 (8H, m), 1.58 (7H, m), 1.42 (5H, m). The acid was converted to the N-methyl-D... Reactants: [Al+3].[Cl-].[Cl-].[Cl-] (AlCl3), C(F)(F)(F)C(F)(F)C(F)(F)OC(F)(C(F)(F)F)C(=O)F (CF3CF2CF2OCF(CF3)COF). Run in ClC1=C(C=CC=C1)Cl (o-dichlorobenzene). Conditions: temperature 60 celsius. The product is C(F)(F)(F)C(F)(F)C(F)(F)OC(F)(C(F)(F)F)C(=O)Cl (CF3CF2CF2OCF(CF3)COCl). As a reaction SMILES: [Al+3].[Cl-:2].[Cl-].[Cl-].[C:5]([C:9]([C:12]([O:15][C:16]([C:22](F)=[O:23])([C:18]([F:21])([F:20])[F:19])[F:17])([F:14])[F:13])([F:11])[F:10])([F:8])([F:7])[F:6]>ClC1C=CC=CC=1Cl>[C:5]([C:9]([C:12]([O:15][C:16]([C:22]([Cl:2])=[O:23])([C:18]([F:21])([F:20])[F:19])[F:17])([F:14])[F:13])([F:11])[F:10])([F:8])([F:7])[F:6] |f:0.1.2.3|. Procedure details: A mixture of AlCl3 and o-dichlorobenzene (4 mL) was treated with CF3CF2CF2OCF(CF3)COF (13.2 g, 40 mmol) and heated at 60° C. for 0.5 hr. Volatiles were removed by vacuum transfer (27 Pa) to give a mixture of two liquids. The lower layer was separated and distilled to provide 8.0 g of colorless liquid, bp ca. 65° C. GC analysis showed 99% purity. 19F NMR (F11): -81.32 (s, CF3), -81.94 (t, J=7.3 Hz, CF3), -79.05 and -84.98 (AB pattern, J=146 Hz, OCF2), -126.1 (d of m's, J=23, CF), -130.1 (s, CF2). Reactants: O=C1N(CCN1C1CCOCC1)C(=O)Cl (2-oxo-3-(tetrahydro-2H-pyran-4-yl)imidazolidine-1-carbonyl chloride), O (water), FC1=C(N)C=CC(=C1)OC1=CC(=NC=C1)C=1C=NN(C1)C (2-fluoro-4-((2-(1-methyl-1H-pyrazol-4-yl)pyridin-4-yl)oxy)aniline), TEA. Run in C(Cl)Cl (DCM), C(Cl)Cl (DCM). Reaction conditions: temperature 0 celsius, time 1 hour. The product is FC1=C(C=CC(=C1)OC1=CC(=NC=C1)C=1C=NN(C1)C)NC(=O)N1C(N(CC1)C1CCOCC1)=O (N-(2-fluoro-4-((2-(1-methyl-1H-pyrazol-4-yl)pyridin-4-yl)oxy)phenyl)-2-oxo-3-(tetrahydro-2H-pyran-4-yl)imidazolidine-1-carboxamide). Yield: 65.8%. As a reaction SMILES: [F:1][C:2]1[CH:8]=[C:7]([O:9][C:10]2[CH:15]=[CH:14][N:13]=[C:12]([C:16]3[CH:17]=[N:18][N:19]([CH3:21])[CH:20]=3)[CH:11]=2)[CH:6]=[CH:5][C:3]=1[NH2:4].[O:22]=[C:23]1[N:27]([CH:28]2[CH2:33][CH2:32][O:31][CH2:30][CH2:29]2)[CH2:26][CH2:25][N:24]1[C:34](Cl)=[O:35].O>C(Cl)Cl>[F:1][C:2]1[CH:8]=[C:7]([O:9][C:10]2[CH:15]=[CH:14][N:13]=[C:12]([C:16]3[CH:17]=[N:18][N:19]([CH3:21])[CH:20]=3)[CH:11]=2)[CH:6]=[CH:5][C:3]=1[NH:4][C:34]([N:24]1[CH2:25][CH2:26][N:27]([CH:28]2[CH2:33][CH2:32][O:31][CH2:30][CH2:29]2)[C:23]1=[O:22])=[O:35]. Procedure details: A mixture of 2-fluoro-4-((2-(1-methyl-1H-pyrazol-4-yl)pyridin-4-yl)oxy)aniline (0.150 g, 0.528 mmol) and TEA (3.2 mL, 22.93 mmol) in DCM (5 mL) was cooled to 0° C., treated with a solution of Example B2 (0.164 g, 0.705 mmol) in DCM (1.5 mL), warmed to RT and stirred for 1 h. The mixture was treated with water, stirred for 10 min, the layers separated and the organic layer dried over Na2SO4, concentrated to dryness and purified via silica gel chromatography (MeOH/DCM). The material was treated wi... Reactants: CC(c1cnc(F)c(B(O)O)c1)N1CCN(C(=O)OC(C)(C)C)CC1, CC(=O)[O-], COc1ccc(CN(Cc2ccc(OC)cc2)c2nc(C)nc(Cl)n2)cc1, ClCCl, [K+], C1COCCO1, O. The product is COc1ccc(CN(Cc2ccc(OC)cc2)c2nc(C)nc(-c3cc(C(C)N4CCN(C(=O)OC(C)(C)C)CC4)cnc3F)n2)cc1. As a reaction SMILES: [C:28]([CH3:29])([CH3:30])([CH3:31])[O:32][C:33](=[O:34])[N:35]1[CH2:36][CH2:37][N:38]([CH:41]([CH3:42])[c:43]2[cH:44][c:45]([B:50]([OH:51])[OH:52])[c:46]([F:49])[n:47][cH:48]2)[CH2:39][CH2:40]1.[CH3:54][C:55](=[O:56])[O-:57].[Cl:1][c:2]1[n:3][c:4]([N:9]([CH2:10][c:11]2[cH:12][cH:13][c:14]([O:17][CH3:18])[cH:15][cH:16]2)[CH2:19][c:20]2[cH:21][cH:22][c:23]([O:26][CH3:27])[cH:24][cH:25]2)[n:5][c:6]([CH3:8])[n:7]1.[Cl:64][CH2:65][Cl:66].[K+:53].[O:58]1[CH2:59][CH2:60][O:61][CH2:62][CH2:63]1.[OH2:67]>>[c:2]1(-[c:45]2[cH:44][c:43]([CH:41]([N:38]3[CH2:37][CH2:36][N:35]([C:33]([O:32][C:28]([CH3:29])([CH3:30])[CH3:31])=[O:34])[CH2:40][CH2:39]3)[CH3:42])[cH:48][n:47][c:46]2[F:49])[n:3][c:4]([N:9]([CH2:10][c:11]2[cH:12][cH:13][c:14]([O:17][CH3:18])[cH:15][cH:16]2)[CH2:19][c:20]2[cH:21][cH:22][c:23]([O:26][CH3:27])[cH:24][cH:25]2)[n:5][c:6]([CH3:8])[n:7]1. Reactants: O=C(OC(Cl)(Cl)Cl)Cl (diphosgene), FC(C1=NC(=NC=C1)O)(F)F (4-trifluoromethyl-2-hydroxypyrimidine), ClC=1C=C(C=CC1)NC ((3-Chlorophenyl)-methylamine). Run in O1CCCC1 (tetrahydrofuran). Reaction conditions: time 1 hour. Product: FC(C1=NC(=NC=C1)OC(N(C)C1=CC(=CC=C1)Cl)=O)(F)F ((3-Chloro-phenyl)-methyl-carbamic acid 4-trifluoromethyl-pyrimidin-2-yl ester). Isolated yield 40.0%. RXN SMILES: [O:1]=[C:2](Cl)[O:3][C:4](Cl)(Cl)Cl.[F:9][C:10]([F:19])([F:18])[C:11]1[CH:16]=[CH:15][N:14]=C(O)[N:12]=1.[Cl:20][C:21]1[CH:22]=[C:23]([NH:27][CH3:28])[CH:24]=[CH:25][CH:26]=1>O1CCCC1>[F:9][C:10]([F:19])([F:18])[C:11]1[CH:16]=[CH:15][N:14]=[C:4]([O:3][C:2](=[O:1])[N:27]([C:23]2[CH:24]=[CH:25][CH:26]=[C:21]([Cl:20])[CH:22]=2)[CH3:28])[N:12]=1. Reported procedure: At 0° C. diphosgene (0.99 g, 5.00 mmol) was added to a stirred solution of 4-trifluoromethyl-2-hydroxypyrimidine (1.64 g, 10.0 mmol) in tetrahydrofuran (25 ml). The cooling bath was removed and stirring was continued at room temperature for 1 hour. (3-Chlorophenyl)-methylamine (0.35 g, 2.50 mmol) was added to one-fourth of the solution. After stirring overnight at room temperature the solvent was evaporated in vacuo and the residue was purified by flash column chromatography (SiO2, ethyl acetate...